From a dataset of the Open Reaction Database (ORD), a public repository of structured organic reaction records. describe an organic reaction: reactants, conditions, products, and yield The reactants are ClC1=CC=C(C=N1)S(=O)(=O)NC1=C(C=CC(=C1)N1C[C@H](N[C@H](C1)C)C)OC (6-Chloro-N-[5-(cis-3,5-dimethyl-1-piperazinyl)-2-(methyloxy)phenyl]-3-pyridinesulfonamide), O1C(=CC=C1)B(O)O (2-furanylboronic acid), C([O-])([O-])=O.[Na+].[Na+] (sodium carbonate), Cl (hydrochloric acid). The reagents and catalysts are C=1C=CC(=CC1)[P](C=2C=CC=CC2)(C=3C=CC=CC3)[Pd]([P](C=4C=CC=CC4)(C=5C=CC=CC5)C=6C=CC=CC6)([P](C=7C=CC=CC7)(C=8C=CC=CC8)C=9C=CC=CC9)[P](C=1C=CC=CC1)(C=1C=CC=CC1)C=1C=CC=CC1 (tetrakis(triphenylphosphine)palladium(0)). The solvent is C1(=CC=CC=C1)C (toluene), C(C)O (ethanol). Yields the product C[C@@H]1CN(C[C@@H](N1)C)C=1C=CC(=C(C1)NS(=O)(=O)C=1C=NC(=CC1)C=1OC=CC1)OC (N-[5-(cis-3,5-Dimethyl-1-piperazinyl)-2-(methyloxy)phenyl]-6-(2-furanyl)-3-pyridinesulfonamide). RXN SMILES: Cl[C:2]1[N:7]=[CH:6][C:5]([S:8]([NH:11][C:12]2[CH:17]=[C:16]([N:18]3[CH2:23][C@H:22]([CH3:24])[NH:21][C@H:20]([CH3:25])[CH2:19]3)[CH:15]=[CH:14][C:13]=2[O:26][CH3:27])(=[O:10])=[O:9])=[CH:4][CH:3]=1.[O:28]1[CH:32]=[CH:31][CH:30]=[C:29]1B(O)O.C(=O)([O-])[O-].[Na+].[Na+].Cl>C1C=CC([P]([Pd]([P](C2C=CC=CC=2)(C2C=CC=CC=2)C2C=CC=CC=2)([P](C2C=CC=CC=2)(C2C=CC=CC=2)C2C=CC=CC=2)[P](C2C=CC=CC=2)(C2C=CC=CC=2)C2C=CC=CC=2)(C2C=CC=CC=2)C2C=CC=CC=2)=CC=1.C(O)C.C1(C)C=CC=CC=1>[CH3:25][C@H:20]1[NH:21][C@@H:22]([CH3:24])[CH2:23][N:18]([C:16]2[CH:15]=[CH:14][C:13]([O:26][CH3:27])=[C:12]([NH:11][S:8]([C:5]3[CH:6]=[N:7][C:2]([C:29]4[O:28][CH:32]=[CH:31][CH:30]=4)=[CH:3][CH:4]=3)(=[O:10])=[O:9])[CH:17]=2)[CH2:19]1 |f:2.3.4,^1:46,48,67,86|. Reported procedure: A mixture of the product of Step 1 (205 mg, 0.5 mmol), 2-furanylboronic acid (112 mg, 2 mmol), 1M sodium carbonate solution (2.5 ml, 2.5 mmol) and tetrakis(triphenylphosphine)palladium(0) (58 mg, 0.05 mmol) in 1:1 toluene:ethanol (10 ml) was stirred at reflux under an atmosphere of argon for 1.5 hours. After cooling to room temperature the reaction mixture was acidified with 2N hydrochloric acid and applied to a 10 g SCX column and eluted in methanol then 2M ammonia in methanol. The combined bas... Starting materials: 1,1′-carbodiimidazole, BrC=1C=C2C(=C(N(C(C2=CC1)=O)CC1=CC=C(C(=N)NO)C=C1)C(CC)=O)C1=CC=CC=C1 (4-(6-bromo-1-oxo-4-phenyl-3-propionyl-1H-isoquinolin-2-ylmethyl)-N-hydroxybenzamidine), C1CCOC1 (THF), C1CCC2=NCCCN2CC1 (1,8-diazabicyclo[5.4.0]-7-undecene). Reaction conditions: temperature 40 celsius, time 15 hour. The product is BrC=1C=C2C(=C(N(C(C2=CC1)=O)CC1=CC=C(C=C1)C1=NOC(N1)=O)C(CC)=O)C1=CC=CC=C1 (6-bromo-2-[4-(5-oxo-4,5-dihydro-[1,2,4]oxadiazol-3-yl)benzyl]-4-phenyl-3-propionyl-2H-isoquinolin-1-one). Isolated yield 48.0%. RXN SMILES: [Br:1][C:2]1[CH:3]=[C:4]2[C:9](=[CH:10][CH:11]=1)[C:8](=[O:12])[N:7]([CH2:13][C:14]1[CH:23]=[CH:22][C:17]([C:18]([NH:20][OH:21])=[NH:19])=[CH:16][CH:15]=1)[C:6]([C:24](=[O:27])[CH2:25][CH3:26])=[C:5]2[C:28]1[CH:33]=[CH:32][CH:31]=[CH:30][CH:29]=1.C1CCN2C(=NCCC2)CC1.C1C[O:48][CH2:47]C1>>[Br:1][C:2]1[CH:3]=[C:4]2[C:9](=[CH:10][CH:11]=1)[C:8](=[O:12])[N:7]([CH2:13][C:14]1[CH:23]=[CH:22][C:17]([C:18]3[NH:19][C:47](=[O:48])[O:21][N:20]=3)=[CH:16][CH:15]=1)[C:6]([C:24](=[O:27])[CH2:25][CH3:26])=[C:5]2[C:28]1[CH:29]=[CH:30][CH:31]=[CH:32][CH:33]=1. Reported procedure: To a suspension of 4-(6-bromo-1-oxo-4-phenyl-3-propionyl-1H-isoquinolin-2-ylmethyl)-N-hydroxybenzamidine (230 mg) in THF (10 ml) was added 1,1′-carbodiimidazole (89 mg) and then 1,8-diazabicyclo[5.4.0]-7-undecene (0.08 ml) was added and the mixture was stirred at 40° C. for 15 hrs. The residue was partitioned between 1N hydrochloric acid and ethyl acetate. The organic layer was washed with brine and dried by adding sodium sulfate. The solvent was evaporated under reduced pressure and the obtaine... The reactants are BrC=1C=NC=C2C=CC(=NC12)C(=O)O (8-Bromo-[1,6]naphthyridine-2-carboxylic acid), C([O-])([O-])=O.[Cs+].[Cs+] (cesium carbonate), CI (methyl iodide). Run in CN(C)C=O (DMF), CCOC(=O)C (EtOAc). Reaction conditions: time 16 hour. The product is COC(=O)C1=NC2=C(C=NC=C2C=C1)Br (8-Bromo-[1,6]naphthyridine-2-carboxylic acid methyl ester). As a reaction SMILES: [Br:1][C:2]1[CH:3]=[N:4][CH:5]=[C:6]2[C:11]=1[N:10]=[C:9]([C:12]([OH:14])=[O:13])[CH:8]=[CH:7]2.[C:15](=O)([O-])[O-].[Cs+].[Cs+].CI>CN(C=O)C.CCOC(C)=O>[CH3:15][O:13][C:12]([C:9]1[CH:8]=[CH:7][C:6]2[C:11](=[C:2]([Br:1])[CH:3]=[N:4][CH:5]=2)[N:10]=1)=[O:14] |f:1.2.3|. Procedure details: 8-Bromo-[1,6]naphthyridine-2-carboxylic acid methyl ester (2) is prepared by combining compound 1 (1 equiv.), cesium carbonate (1.1 equiv.) and methyl iodide (1.1 equiv.) in DMF (10 mL) and stirring for 16 hrs. at room temperature. The reaction is concentrated in vacuo to give a brown solid, which is dissolved in EtOAc (50 mL) and washed with water (2×50 mL). The EtOAc layer is dried over sodium sulfate, filtered, and concentrated in vacuo to afford a purple solid. The crude product is purified ... Starting materials: NC1=CC=C(C=C1)N1N=NC(=C1CCC)C(=O)NC1CC1 (1-(4-aminophenyl)-N-cyclopropyl-5-propyl-1H-1,2,3-triazole-4-carboxamide), N1=CC=CC=C1 (pyridine), CC(C(=O)Cl)C (2-methylpropanoyl chloride). Solvent: ClCCl (dichloromethane), ClCCl (dichloromethane). Conditions: time 8 hour. Product: C1(CC1)NC(=O)C=1N=NN(C1CCC)C1=CC=C(C=C1)NC(C(C)C)=O (N-cyclopropyl-1-[4-(isobutyrylamino)phenyl]-5-propyl-1H-1,2,3-triazole-4-carboxamide). The yield is 60.0%. As a reaction SMILES: [NH2:1][C:2]1[CH:7]=[CH:6][C:5]([N:8]2[C:12]([CH2:13][CH2:14][CH3:15])=[C:11]([C:16]([NH:18][CH:19]3[CH2:21][CH2:20]3)=[O:17])[N:10]=[N:9]2)=[CH:4][CH:3]=1.N1C=CC=CC=1.[CH3:28][CH:29]([CH3:33])[C:30](Cl)=[O:31]>ClCCl>[CH:19]1([NH:18][C:16]([C:11]2[N:10]=[N:9][N:8]([C:5]3[CH:6]=[CH:7][C:2]([NH:1][C:30](=[O:31])[CH:29]([CH3:33])[CH3:28])=[CH:3][CH:4]=3)[C:12]=2[CH2:13][CH2:14][CH3:15])=[O:17])[CH2:20][CH2:21]1. Procedure details: To a solution of 1-(4-aminophenyl)-N-cyclopropyl-5-propyl-1H-1,2,3-triazole-4-carboxamide (0.29 g) obtained in Example 1d) and pyridine (0.09 ml) in dichloromethane (3 ml) was added 2-methylpropanoyl chloride (0.1 ml) under ice-cooling, and the mixture was stirred at room temperature overnight. The reaction mixture was diluted with dichloromethane, and washed successively with diluted hydrochloric acid, saturated aqueous sodium hydrogen carbonate solution, and saturated brine. The organic layer ... Reactants: t-butyl ester, CC1=C(N2[C@@H]([C@@H](C2=O)N)SC1)C(=O)O (7-ADCA), C(#N)CS(=O)(=O)CC(=O)O (cyanomethylsulfonylacetic acid). The product is C(#N)CS(=O)(=O)CC(=O)NC1[C@@H]2N(C(=C(CS2)C)C(=O)O)C1=O (7-cyanomethylsulfonylacetamido-3-methyl-3-cephem-4-carboxylic acid). Reaction SMILES: [CH3:1][C:2]1[CH2:11][S:10][C@@H:5]2[C@H:6]([NH2:9])[C:7](=[O:8])[N:4]2[C:3]=1[C:12]([OH:14])=[O:13].[C:15]([CH2:17][S:18]([CH2:21][C:22](O)=[O:23])(=[O:20])=[O:19])#[N:16]>>[C:15]([CH2:17][S:18]([CH2:21][C:22]([NH:9][CH:6]1[C:7](=[O:8])[N:4]2[C:3]([C:12]([OH:14])=[O:13])=[C:2]([CH3:1])[CH2:11][S:10][C@H:5]12)=[O:23])(=[O:20])=[O:19])#[N:16]. Procedure details: When the t-butyl ester of 7-ADCA is acylated with cyanomethylsulfonylacetic acid by the procedure of Example 5, 7-cyanomethylsulfonylacetamido-3-methyl-3-cephem-4-carboxylic acid is obtained. The reactants are [C-]#[C-].[Li+].[Li+] (lithium acetylide), [Cl-].[Ce+3].[Cl-].[Cl-] (cerium(III) chloride), O1CCOCC1 (dioxane), Cl (hydrochloric acid), CN1C(N(C(C=2N(C=NC12)CCC)=O)CCC(C)=O)=O (3-methyl-1-(3-oxobutyl)-7-propylxanthine), O1CCOCC1 (dioxane). Solvent: C1(=CC=CC=C1)C (toluene), O (water), C1(=CC=CC=C1)C (toluene). Run at temperature 50 celsius, time 7 hour. Product: OC(CCN1C(=O)N(C=2N=CN(C2C1=O)CCC)C)(C#C)C (1-(3-Hydroxy-3-methyl-4-pentynyl)-3-methyl-7-propylxanthine). RXN SMILES: [CH3:1][N:2]1[C:10]2[N:9]=[CH:8][N:7]([CH2:11][CH2:12][CH3:13])[C:6]=2[C:5](=[O:14])[N:4]([CH2:15][CH2:16]C(=O)C)[C:3]1=[O:20].[C-:21]#[C-:22].[Li+].[Li+].[Cl-].[Ce+3].[Cl-].[Cl-].Cl.[O:30]1[CH2:35][CH2:34]OCC1>C1(C)C=CC=CC=1.O>[OH:30][C:35]([CH3:34])([C:21]#[CH:22])[CH2:16][CH2:15][N:4]1[C:5](=[O:14])[C:6]2[N:7]([CH2:11][CH2:12][CH3:13])[CH:8]=[N:9][C:10]=2[N:2]([CH3:1])[C:3]1=[O:20] |f:1.2.3,4.5.6.7|. Reported procedure: A solution of 55.7 g (0.2 mol) of 3-methyl-1-(3-oxobutyl)-7-propylxanthine in a mixture of 200 ml each of dioxane and toluene was added dropwise in 45 minutes to a stirred suspension of 36.8 g (0.4 mol) of lithium acetylide as ethylenediamine complex and 98.6 g (0.4 mol) of anhydrous cerium(III) chloride in a mixture of 500 ml each of dry dioxane and toluene at 50° C. The mixture was then stirred at 50° C. for 7 hours, cooled and, after addition of cold water and acidification with 2 N hydrochlo... Reactants: CC(C)(C)c1ccc(-c2snnc2SCCC(=O)O)cc1, CC[O-], CCO, [K+]. The product is CC(C)(C)c1ccc(-c2snnc2S)cc1. Reaction SMILES: [CH3:1][C:2]([CH3:3])([CH3:4])[c:5]1[cH:6][cH:7][c:8](-[c:11]2[c:12]([S:16][CH2:17][CH2:18][C:19]([OH:20])=[O:21])[n:13][n:14][s:15]2)[cH:9][cH:10]1.[CH3:22][CH2:23][O-:24].[CH3:26][CH2:27][OH:28].[K+:25]>>[CH3:1][C:2]([CH3:3])([CH3:4])[c:5]1[cH:6][cH:7][c:8](-[c:11]2[c:12]([SH:16])[n:13][n:14][s:15]2)[cH:9][cH:10]1.